This data is from the Open Reaction Database (ORD), a public repository of structured organic reaction records. The task is: describe an organic reaction: reactants, conditions, products, and yield Reactants: NC1=C2C(C(=O)NC2=O)=C(C=C1)Br (3-amino-6-bromophthalimide), II (Iodine), S(=S)(=O)([O-])[O-].[Na+].[Na+] (sodium thiosulfate). The reagents and catalysts are S(=O)(=O)([O-])[O-].[Ag+2] (silver sulfate). The solvent is C(C)O (ethanol). Reaction conditions: time 23 hour. Product: NC1=C2C(C(=O)NC2=O)=C(C=C1I)Br (3-amino-4-iodo-6-bromophthalimide). Yield: 94.5%. RXN SMILES: [I:1]I.[NH2:3][C:4]1[CH:14]=[CH:13][C:12]([Br:15])=[C:6]2[C:7]([NH:9][C:10](=[O:11])[C:5]=12)=[O:8].S([O-])([O-])(=O)=S.[Na+].[Na+]>C(O)C.S([O-])([O-])(=O)=O.[Ag+2]>[NH2:3][C:4]1[C:14]([I:1])=[CH:13][C:12]([Br:15])=[C:6]2[C:7]([NH:9][C:10](=[O:11])[C:5]=12)=[O:8] |f:2.3.4,6.7|. Reported procedure: Iodine (6.29 g, 24.8 mmol) was dissolved in ethanol (225 mL), and the solution was added with silver sulfate (3.87 g, 12.4 mmol) and 3-amino-6-bromophthalimide (3.00 g, 12.4 mmol), followed by stirring at room temperature for 23 hours. The reaction mixture was added with 10% aqueous sodium thiosulfate solution and extracted with ethyl acetate. The organic layer was washed with 0.5 mol/L hydrochloric acid and saturated brine and dried over anhydrous sodium sulfate. The solvent was evaporated unde... Starting materials: [H-].[Na+] (sodium hydride), ClC1=C(C=CC(=C1)Cl)O (2,4-Dichlorophenol), C(C)C1(C(=O)OC1C)Br (Ethylα-bromo-β-butyrolactone). The solvent is [Cl-].[NH4+] (ammonium chloride), CN(C=O)C (N,N-dimethylformamide). Reaction conditions: time 30 minute. Yields the product ClC1=C(OC2C(OCC2)=O)C=CC(=C1)Cl (3-(2,4-Dichlorophenoxy)-dihydrofuran-2-one). As a reaction SMILES: [Cl:1][C:2]1[CH:7]=[C:6]([Cl:8])[CH:5]=[CH:4][C:3]=1[OH:9].[H-].[Na+].C([C:14]1(Br)[CH:18]([CH3:19])[O:17][C:15]1=[O:16])C>CN(C)C=O.[Cl-].[NH4+]>[Cl:1][C:2]1[CH:7]=[C:6]([Cl:8])[CH:5]=[CH:4][C:3]=1[O:9][CH:14]1[CH2:18][CH2:19][O:17][C:15]1=[O:16] |f:1.2,5.6|. Procedure: 1 g of 2,4-Dichlorophenol was dissolved in 10 ml of N,N-dimethylformamide, and 0.27 g of 60% sodium hydride was added thereto under ice-cooling, and the mixture was stirred at room temperature for 30 minutes. 0.7 ml of Ethylα-bromo-β-butyrolactone was added to the mixture which was then stirred at room temperature for another 1 hour. The reaction solution was diluted with aqueous ammonium chloride, and extracted with ethylacetate. The organic layer was washed with brine, dried over anhydrous mag...